This data is from the Open Reaction Database (ORD), a public repository of structured organic reaction records. The task is: describe an organic reaction: reactants, conditions, products, and yield Starting materials: Fc1cc(Br)cc2c1OCCO2, [Li]CCCC, COB(OC)OC, CCOC(C)=O, C1CCOC1, OO. Product: Oc1cc(F)c2c(c1)OCCO2. As a reaction SMILES: [Br:1][c:2]1[cH:3][c:4]([F:12])[c:5]2[c:6]([cH:11]1)[O:7][CH2:8][CH2:9][O:10]2.[CH2:13]([Li:14])[CH2:15][CH2:16][CH3:17].[CH3:18][O:19][B:20]([O:21][CH3:22])[O:23][CH3:24].[CH3:32][CH2:33][O:34][C:35](=[O:36])[CH3:37].[O:27]1[CH2:28][CH2:29][CH2:30][CH2:31]1.[OH:25][OH:26]>>[c:2]1([OH:19])[cH:3][c:4]([F:12])[c:5]2[c:6]([cH:11]1)[O:7][CH2:8][CH2:9][O:10]2. The reactants are ClC1=CC=C(C(=N1)N1CCC(CC1)C)[N+](=O)[O-] (6′-Chloro-4-methyl-3′-nitro-3,4,5,6-tetrahydro-2H-[1,2′]bipyridinyl), Br.CN1C(CNCC1)=O (1-methyl piperazinone hydrobromide), C(=O)([O-])[O-].[K+].[K+] (K2CO3). Reaction SMILES: Cl[C:2]1[N:7]=[C:6]([N:8]2[CH2:13][CH2:12][CH:11]([CH3:14])[CH2:10][CH2:9]2)[C:5]([N+:15]([O-:17])=[O:16])=[CH:4][CH:3]=1.Br.[CH3:19][N:20]1[CH2:25][CH2:24][NH:23][CH2:22][C:21]1=[O:26].C([O-])([O-])=O.[K+].[K+]>CN(C=O)C>[CH3:19][N:20]1[CH2:25][CH2:24][N:23]([C:2]2[N:7]=[C:6]([N:8]3[CH2:13][CH2:12][CH:11]([CH3:14])[CH2:10][CH2:9]3)[C:5]([N+:15]([O-:17])=[O:16])=[CH:4][CH:3]=2)[CH2:22][C:21]1=[O:26] |f:1.2,3.4.5|. The product is CN1C(CN(CC1)C1=CC=C(C(=N1)N1CCC(CC1)C)[N+](=O)[O-])=O (1-Methyl-4-(4-methyl-3′-nitro-3,4,5,6-tetrahydro-2H-[1,2′]bipyridinyl-6′-yl)-piperazin-2-one). The solvent is CN(C)C=O (DMF). Reaction conditions: temperature 100 celsius. The yield is 81.0%. Reported procedure: To a solution of 6′-chloro-4-methyl-3′-nitro-3,4,5,6-tetrahydro-2H-[1,2′]bipyridinyl (as prepared in Example 55, step (a)) (510 mg, 2.00 mmol) in DMF (10 mL) was added 1-methyl piperazinone hydrobromide (390 mg, 2.00 mmol) and K2CO3 (691 mg, 5.00 mmol). The resulting mixture was heated at 100° C. overnight. DMF was removed in vacuo and the residue obtained was purified on silica (20-100% EtOAc:hexane) to obtain the title compound (540 mg, 81%). 1H-NMR (CDCl3; 400 MHz): δ 8.15 (d, 1H, J=9.1 Hz), ... Reactants: CCOCC, Cl, CC1(O)CCN(C(=O)OC(C)(C)C)CC1. Yields the product Cl, CC1(O)CCNCC1. As a reaction SMILES: [CH3:17][CH2:18][O:19][CH2:20][CH3:21].[ClH:16].[OH:1][C:2]1([CH3:15])[CH2:3][CH2:4][N:5]([C:8]([O:9][C:10]([CH3:11])([CH3:12])[CH3:13])=[O:14])[CH2:6][CH2:7]1>>[ClH:16].[OH:1][C:2]1([CH3:15])[CH2:3][CH2:4][NH:5][CH2:6][CH2:7]1.